This data is from the Open Reaction Database (ORD), a public repository of structured organic reaction records. The task is: describe an organic reaction: reactants, conditions, products, and yield Reactants: C12C(C1)C(=O)OC2=O (1,2-cyclopropanedicarboxylic acid anhydride), COC1=CC=C(CNN)C=C1 (4-methoxy-benzyl-hydrazine). The solvent is C(C)#N (acetonitrile), C(C)#N (acetonitrile). Yields the product COC1=CC=C(CN2C(C3CC3C(N2)=O)=O)C=C1 (3-(4-methoxy-benzyl)-3,4-diaza-bicyclo[4.1.0]heptan-2,5-dione). Reaction SMILES: [CH:1]12[C:7](=[O:8])[O:6][C:4](=O)[CH:2]1[CH2:3]2.[CH3:9][O:10][C:11]1[CH:19]=[CH:18][C:14]([CH2:15][NH:16][NH2:17])=[CH:13][CH:12]=1>C(#N)C>[CH3:9][O:10][C:11]1[CH:19]=[CH:18][C:14]([CH2:15][N:16]2[NH:17][C:4](=[O:6])[CH:2]3[CH:1]([CH2:3]3)[C:7]2=[O:8])=[CH:13][CH:12]=1. Reported procedure: 1.0 g (8.92 mmol) 1,2-cyclopropanedicarboxylic acid anhydride is dissolved in 5 ml acetonitrile, 1.5 g (9.86 mmol) 4-methoxy-benzyl-hydrazine dissolved in 5 ml acetonitrile are added dropwise and the mixture is refluxed overnight. During cooling to RT a precipitate is formed, which is filtered off, washed with acetonitrile and dried in the vacuum dryer at 50° C. Reactants: ClC1=NC(=NC=C1)SC (4-chloro-2-(methylthio)pyrimidine), ClC1=CC=C(C=C1)B(O)O (4-chloro-phenylboronic acid), C([O-])([O-])=O.[Na+].[Na+] (sodium carbonate). The reagents and catalysts are C=1C=CC(=CC1)[P](C=2C=CC=CC2)(C=3C=CC=CC3)[Pd]([P](C=4C=CC=CC4)(C=5C=CC=CC5)C=6C=CC=CC6)([P](C=7C=CC=CC7)(C=8C=CC=CC8)C=9C=CC=CC9)[P](C=1C=CC=CC1)(C=1C=CC=CC1)C=1C=CC=CC1 (tetrakis(triphenylphosphine)palladium). Solvent: COCCOC (1,2-dimethoxyethane), O (water). Run at temperature 90 celsius. Yields the product ClC1=CC=C(C=C1)C1=NC(=NC=C1)SC (4-(4-Chlorophenyl)-2-(methylthio)pyrimidine). Yield: 89.9%. Reaction SMILES: Cl[C:2]1[CH:7]=[CH:6][N:5]=[C:4]([S:8][CH3:9])[N:3]=1.[Cl:10][C:11]1[CH:16]=[CH:15][C:14](B(O)O)=[CH:13][CH:12]=1.C(=O)([O-])[O-].[Na+].[Na+]>COCCOC.O.C1C=CC([P]([Pd]([P](C2C=CC=CC=2)(C2C=CC=CC=2)C2C=CC=CC=2)([P](C2C=CC=CC=2)(C2C=CC=CC=2)C2C=CC=CC=2)[P](C2C=CC=CC=2)(C2C=CC=CC=2)C2C=CC=CC=2)(C2C=CC=CC=2)C2C=CC=CC=2)=CC=1>[Cl:10][C:11]1[CH:16]=[CH:15][C:14]([C:2]2[CH:7]=[CH:6][N:5]=[C:4]([S:8][CH3:9])[N:3]=2)=[CH:13][CH:12]=1 |f:2.3.4,^1:36,38,57,76|. Procedure details: A mixture of 4-chloro-2-(methylthio)pyrimidine (3 g, 18.7 mmol), 4-chloro-phenylboronic acid (3.5 g, 22.3 mmol), tetrakis(triphenylphosphine)palladium (0) (0.43 g, 0.37 mmol), sodium carbonate (5.15 g, 48.5 mmol) in 1,2-dimethoxyethane (140 mL) and water (70 mL) was heated at 90° C. for 20 h under nitrogen. The cooled reaction mixture was concentrated In vacuo, diluted with water (50 mL), extracted with CH2Cl2 (2×100 ml), dried (Na2SO4) and the solvent removed in vacuo. Purification by Biotage™ ... Starting materials: CCOC(C)=O, [H-], ICCOC1CCCCO1, [Na+], CN(C)C=O, O, O=c1[nH]ccc2ccoc12. Product: O=c1c2occc2ccn1CCOC1CCCCO1. Reaction SMILES: [CH3:29][CH2:30][O:31][C:32](=[O:33])[CH3:34].[H-:1].[I:13][CH2:14][CH2:15][O:16][CH:17]1[O:18][CH2:19][CH2:20][CH2:21][CH2:22]1.[Na+:2].[O:24]=[CH:25][N:26]([CH3:27])[CH3:28].[OH2:23].[o:3]1[cH:4][cH:5][c:6]2[c:7]1[c:8](=[O:12])[nH:9][cH:10][cH:11]2>>[o:3]1[cH:4][cH:5][c:6]2[c:7]1[c:8](=[O:12])[n:9]([CH2:14][CH2:15][O:16][CH:17]1[O:18][CH2:19][CH2:20][CH2:21][CH2:22]1)[cH:10][cH:11]2. Product: FC(CN1C(N=C(C2=CC=CC=C12)C1=CC=CC=C1)=O)(F)F (1-(2,2,2-trifluoroethyl)-4-phenyl-2(1H)-quinazolinone). Procedure details: To a mixture of 2.8 g of 2-(2,2,2-trifluoroethylamino)-benzophenonimine, 2 ml. of ethyl chlorocarbonate and 20 ml. of benzene was added dropwise 2.0 g of triethylamine, and the mixture was heated under reflux for 3 hours. After cooling, the reaction mixture was washed with water and dried over anhydrous sodium sulfate. Then, the solvent was removed under reduced pressure. The residue was absorbed on a silica gel column, eluted with chloroform to obtain 1-(2,2,2-trifluoroethyl)-4-phenyl-2(1H)-qui... Reaction SMILES: [F:1][C:2]([F:20])([F:19])[CH2:3][NH:4][C:5]1[CH:18]=[CH:17][CH:16]=[CH:15][C:6]=1[C:7](=[NH:14])[C:8]1[CH:13]=[CH:12][CH:11]=[CH:10][CH:9]=1.[C:21](Cl)(=O)[O:22]CC.C1C=CC=CC=1>C(N(CC)CC)C>[F:1][C:2]([F:19])([F:20])[CH2:3][N:4]1[C:5]2[C:6](=[CH:15][CH:16]=[CH:17][CH:18]=2)[C:7]([C:8]2[CH:13]=[CH:12][CH:11]=[CH:10][CH:9]=2)=[N:14][C:21]1=[O:22]. Solvent: C(C)N(CC)CC (triethylamine). The reactants are FC(CNC1=C(C(C2=CC=CC=C2)=N)C=CC=C1)(F)F (2-(2,2,2-trifluoroethylamino)-benzophenonimine), C(OCC)(=O)Cl (ethyl chlorocarbonate), C1=CC=CC=C1 (benzene). The reactants are Br.Br.NC1=NC(=C(C(=C1Cl)N)Cl)Cl (2,4-Diamino-3,5,6-trichloropyridine dihydrobromide), [H][H] (hydrogen). Reagents/catalysts: [Pt]=O (platinum oxide). Solvent: C(C)O (ethanol). Product: Br.Br.NC1CC(NCC1)=N (4-amino-2-iminopiperidine dihydrobromide). Reaction SMILES: [BrH:1].Br.[NH2:3][C:4]1[C:9](Cl)=[C:8]([NH2:11])[C:7](Cl)=[C:6](Cl)[N:5]=1.[H][H]>C(O)C.[Pt]=O>[BrH:1].[BrH:1].[NH2:11][CH:8]1[CH2:7][CH2:6][NH:5][C:4](=[NH:3])[CH2:9]1 |f:0.1.2,6.7.8|. Procedure: 2,4-Diamino-3,5,6-trichloropyridine dihydrobromide (1.1 g) and platinum oxide (520 mg) in ethanol (50 mL) were shaken on a Parr hydrogenation apparatus at 55 psi of hydrogen for 48 hours. The contents were filtered and the filtrate was concentrated in vacuo leaving a waxy solid. The solid was triturated with ether/EtOH to give 4-amino-2-iminopiperidine dihydrobromide as a white solid. The analysis of the product was found to be consistent with the proposed structure. MH+=114; 1H NMR (D2O): δ3.80... Reactants: C(C1=CC=CC=C1)N1C(=NC2=C1C=C(C(=C2)F)F)C2=C(C=C(C=C2)Cl)O (2-(1-benzyl-5,6-difluoro-1H-benzoimidazol-2-yl)-5-chloro-phenol), COC(COC1=CC=C(C=C1)CBr)=O ((4-bromomethyl-phenoxy)-acetic acid methyl ester), solid. The product is COC(COC1=CC=C(C=C1)COC1=C(C=CC(=C1)Cl)C1=NC2=C(N1CC1=CC=CC=C1)C=C(C(=C2)F)F)=O ({4-[2-(1-Benzyl-5,6-difluoro-1H-benzoimidazol-2-yl)-5-chloro-phenoxymethyl]-phenoxy}-acetic acid methyl ester). RXN SMILES: [CH2:1]([N:8]1[C:12]2[CH:13]=[C:14]([F:18])[C:15]([F:17])=[CH:16][C:11]=2[N:10]=[C:9]1[C:19]1[CH:24]=[CH:23][C:22]([Cl:25])=[CH:21][C:20]=1[OH:26])[C:2]1[CH:7]=[CH:6][CH:5]=[CH:4][CH:3]=1.[CH3:27][O:28][C:29](=[O:40])[CH2:30][O:31][C:32]1[CH:37]=[CH:36][C:35]([CH2:38]Br)=[CH:34][CH:33]=1>>[CH3:27][O:28][C:29](=[O:40])[CH2:30][O:31][C:32]1[CH:37]=[CH:36][C:35]([CH2:38][O:26][C:20]2[CH:21]=[C:22]([Cl:25])[CH:23]=[CH:24][C:19]=2[C:9]2[N:8]([CH2:1][C:2]3[CH:7]=[CH:6][CH:5]=[CH:4][CH:3]=3)[C:12]3[CH:13]=[C:14]([F:18])[C:15]([F:17])=[CH:16][C:11]=3[N:10]=2)=[CH:34][CH:33]=1. Procedure: The title compound was prepared in analogy to Example 5, intermediate a, from 2-(1-benzyl-5,6-difluoro-1H-benzoimidazol-2-yl)-5-chloro-phenol (Example 48, intermediate a) and (4-bromomethyl-phenoxy)-acetic acid methyl ester (CAS Reg. No. 104508-23-8). Brown sticky solid (67%). MS (Turbo Spray): m/z=549.2 (M+H).